Dataset: the Open Reaction Database (ORD), a public repository of structured organic reaction records. Task: describe an organic reaction: reactants, conditions, products, and yield The reactants are ClC=1C=C2C(=C(N(C2=CC1)S(=O)(=O)C1=CC=CC=C1)C(=O)OCC)S(=O)(=O)Cl (ethyl 5-chloro-3-(chlorosulfonyl)-1-(phenylsulfonyl)-1H-indole-2-carboxylate), CNCC=1NC(NN1)=O (5-[(methylamino)methyl]-2,4-dihydro-3H-1,2,4-triazol-3-one), BrC=1C=C2C(=C(N(C2=CC1)S(=O)(=O)C1=CC=CC=C1)C(=O)OCC)S(=O)(=O)Cl (ethyl 5-bromo-3-(chlorosulfonyl)-1-(phenylsulfonyl)-1H-indole-2-carboxylate), Cl.CN (methylamine hydrochloride). Yields the product BrC=1C=C2C(=C(NC2=CC1)C(=O)N)S(=O)(=O)N(CC1=NNC(N1)=O)C (5-Bromo-3-({methyl[(5-oxo-4,5-dihydro-1H-1,2,4-triazol-3-yl)methyl]amino}sulfonyl)-1H-indole-2-carboxamide). As a reaction SMILES: ClC1C=C2C(=CC=1)[N:7](S(C1C=CC=CC=1)(=O)=O)C(C(OCC)=O)=C2S(Cl)(=O)=O.[Br:29][C:30]1[CH:31]=[C:32]2[C:36](=[CH:37][CH:38]=1)[N:35](S(C1C=CC=CC=1)(=O)=O)[C:34]([C:48]([O:50]CC)=O)=[C:33]2[S:53](Cl)(=[O:55])=[O:54].Cl.CN.[CH3:60][NH:61][CH2:62][C:63]1[NH:64][C:65](=[O:68])[NH:66][N:67]=1>>[Br:29][C:30]1[CH:31]=[C:32]2[C:36](=[CH:37][CH:38]=1)[NH:35][C:34]([C:48]([NH2:7])=[O:50])=[C:33]2[S:53]([N:61]([CH3:60])[CH2:62][C:63]1[NH:64][C:65](=[O:68])[NH:66][N:67]=1)(=[O:54])=[O:55] |f:2.3|. Procedure details: Following the procedures described in Steps D and E of Example 1, replacing in Step D ethyl 5-chloro-3-(chlorosulfonyl)-1-(phenylsulfonyl)-1H-indole-2-carboxylate with ethyl 5-bromo-3-(chlorosulfonyl)-1-(phenylsulfonyl)-1H-indole-2-carboxylate, and methylamine hydrochloride with 5-[(methylamino)methyl]-2,4-dihydro-3H-1,2,4-triazol-3-one, (prepared using the method of T. Ladduwahetty et al., J. Med. Chem 1996, 39, 2907-2914) the title compound was obtained. Proton NMR for the product was consiste... Starting materials: ClC(=O)OC (Methyl chloroformate), ClC(=O)[O-] (chloroformate), NC1=C(C(=O)O)C=C(C=C1)C (2-Amino-5-methylbenzoic acid), N1=CC=CC=C1 (pyridine). Solvent: C(C)(=O)OCC (ethyl acetate), CCCCC (pentane). Conditions: time 1.75 hour. Product: C(CCCCCCCCCCCCCCC)OC1=NC2=C(C(O1)=O)C=C(C=C2)C (2-Hexadecyloxy-6-methyl-4H-3,1-benzoxazin-4-one). The yield is 31.0%. Reaction SMILES: [NH2:1][C:2]1[CH:10]=[CH:9][C:8]([CH3:11])=[CH:7][C:3]=1[C:4]([OH:6])=[O:5].ClC([O-])=O.Cl[C:17]([O:19][CH3:20])=O.N1[CH:26]=[CH:25][CH:24]=[CH:23][CH:22]=1>C(OCC)(=O)C.CCCCC>[CH2:17]([O:19][C:20]1[O:5][C:4](=[O:6])[C:3]2[CH:7]=[C:8]([CH3:11])[CH:9]=[CH:10][C:2]=2[N:1]=1)[CH2:22][CH2:23][CH2:24][CH2:25][CH2:26][CH2:26][CH2:25][CH2:24][CH2:23][CH2:22][CH2:4][CH2:3][CH2:2][CH2:10][CH3:9]. Reported procedure: 2-Amino-5-methylbenzoic acid (2.71 g, 17.9 mmol, 0.87 eq.) was dissolved in pyridine (24 ml) and added to the chloroformate solution prepared above. The mixture was stirred at room temperature for 1.75 hours. Methyl chloroformate (13.6 ml, 176 mmol, 8.5 eq) was added slowly, then the mixture was left to stir at ambient temperature overnight. The mixture was diluted with ethyl acetate (20 ml) and washed with water (15 ml) and 10% aqueous citric acid (20 ml). The combined aqueous phases were extra... Starting materials: CN(C1(CC=C(CC1)C=1NC2=CC=CC=C2C1C)C1=CC=CC=C1)C ((±)-N,N-Dimethyl-N-[4-(3-methyl-1H-indol-2-yl)-1-phenylcyclohex-3-enyl]amine), Sn. Run in Br (HBr). Run at time 30 minute. Yields the product CN(C1(CCC(CC1)C=1NC2=CC=CC=C2C1C)C1=CC=CC=C1)C (N,N-Dimethyl-N-[4-(3-methyl-1H-indol-2-yl)-1-phenylcyclohexyl]amine). Yield: 55.0%. As a reaction SMILES: [CH3:1][N:2]([CH3:25])[C:3]1([C:19]2[CH:24]=[CH:23][CH:22]=[CH:21][CH:20]=2)[CH2:8][CH2:7][C:6]([C:9]2[NH:10][C:11]3[C:16]([C:17]=2[CH3:18])=[CH:15][CH:14]=[CH:13][CH:12]=3)=[CH:5][CH2:4]1>Br>[CH3:25][N:2]([CH3:1])[C:3]1([C:19]2[CH:20]=[CH:21][CH:22]=[CH:23][CH:24]=2)[CH2:4][CH2:5][CH:6]([C:9]2[NH:10][C:11]3[C:16]([C:17]=2[CH3:18])=[CH:15][CH:14]=[CH:13][CH:12]=3)[CH2:7][CH2:8]1. Procedure details: (±)-N,N-Dimethyl-N-[4-(3-methyl-1H-indol-2-yl)-1-phenylcyclohex-3-enyl]amine (550 mg, 1.66 mmol) were dissolved in HBr/glacial acetic acid (33% HBr, 20 ml). Sn powder (1 g, 8.5 mmol) was then added to the mixture in portions in the course of 30 min. When the addition had ended, the reaction mixture was stirred for a further 30 min.—For working up, the mixture was concentrated to dryness on a rotary evaporator. The residue which remained was rendered basic by addition of 2N NaOH (20 ml). The aque... Reactants: OCC1=C(C=CC=C1)C1(CCC2(OCCO2)CC1)O (8-(2-Hydroxymethyl-phenyl)-1,4-dioxa-spiro[4.5]decan-8-ol), FC(C(=O)[O-])(F)F (trifluoroacetate). The solvent is CCCCCC.CCOCC (Hexane ether). Conditions: time 5 hour. Yields the product C12(OCC3=CC=CC=C13)CCC(CC2)=O (3′H-Spiro[cyclohexane-1,1′-isobenzofuran]-4-one). Yield: 44.0%. Reaction SMILES: O[CH2:2][C:3]1[CH:8]=[CH:7][CH:6]=[CH:5][C:4]=1[C:9]1([OH:19])[CH2:18][CH2:17][C:12]2([O:16]CCO2)[CH2:11][CH2:10]1.FC(F)(F)C([O-])=O>CCCCCC.CCOCC>[C:9]12([CH2:10][CH2:11][C:12](=[O:16])[CH2:17][CH2:18]1)[C:4]1[C:3](=[CH:8][CH:7]=[CH:6][CH:5]=1)[CH2:2][O:19]2 |f:2.3|. Procedure details: 0.64 g (2.62 mmol) of 8-(2-Hydroxymethyl-phenyl)-1,4-dioxa-spiro[4.5]decan-8-ol was added to 80% trifluoroacetate (TFA) 2.5 ml. The mixture was stirred at room temperature for 5 hours. Rotory evaporation of the TFA left thick brown oil. The oil was dissolved in 2.0 ml of EtOAc and washed first with 1N NaOH and then with H2O. The organic layer was dried with MgSO4 and concentrated, leaving a thick yellow oil. Hexane/ether (2:1) was added and the sides of the flask were scratched. A precipitate be... Starting materials: OCCBr, C1CCCCC1, CCCCCC, OC1c2ccccc2CCc2ccc(Cl)cc21, O=S(=O)(O)O, c1ccccc1. The product is Clc1ccc2c(c1)C(OCCBr)c1ccccc1CC2. As a reaction SMILES: [Br:18][CH2:19][CH2:20][OH:21].[CH2:22]1[CH2:23][CH2:24][CH2:25][CH2:26][CH2:27]1.[CH3:28][CH2:29][CH2:30][CH2:31][CH2:32][CH3:33].[Cl:1][c:2]1[cH:3][cH:4][c:5]2[c:6]([cH:17]1)[CH:7]([OH:16])[c:8]1[c:9]([cH:12][cH:13][cH:14][cH:15]1)[CH2:10][CH2:11]2.[S:40](=[O:41])(=[O:42])([OH:43])[OH:44].[cH:34]1[cH:35][cH:36][cH:37][cH:38][cH:39]1>>[Cl:1][c:2]1[cH:3][cH:4][c:5]2[c:6]([cH:17]1)[CH:7]([O:16][CH2:20][CH2:19][Br:18])[c:8]1[c:9]([cH:12][cH:13][cH:14][cH:15]1)[CH2:10][CH2:11]2. Starting materials: CCNC(=O)c1cc([N+](=O)[O-])ccc1Cl, C1CCOC1, CC(C)(C)[O-], Oc1cncc(Cl)c1, [K+], O. The product is CCNC(=O)c1cc([N+](=O)[O-])ccc1Oc1cncc(Cl)c1. As a reaction SMILES: [CH2:15]([CH3:16])[NH:17][C:18]([c:19]1[c:20]([Cl:28])[cH:21][cH:22][c:23]([N+:25](=[O:26])[O-:27])[cH:24]1)=[O:29].[CH2:31]1[O:32][CH2:33][CH2:34][CH2:35]1.[CH3:1][C:2]([CH3:3])([O-:4])[CH3:5].[Cl:7][c:8]1[cH:9][n:10][cH:11][c:12]([OH:14])[cH:13]1.[K+:6].[OH2:30]>>[Cl:7][c:8]1[cH:9][n:10][cH:11][c:12]([O:14][c:20]2[c:19]([C:18]([NH:17][CH2:15][CH3:16])=[O:29])[cH:24][c:23]([N+:25](=[O:26])[O-:27])[cH:22][cH:21]2)[cH:13]1. Starting materials: CC(=O)O, COc1cc([N+](=O)[O-])ccc1S, [Fe]. The product is COc1cc(N)ccc1S. Reaction SMILES: [CH3:14][C:15](=[O:16])[OH:17].[CH3:1][O:2][c:3]1[c:4]([SH:12])[cH:5][cH:6][c:7]([N+:9]([O-:10])=[O:11])[cH:8]1.[Fe:13]>>[CH3:1][O:2][c:3]1[c:4]([SH:12])[cH:5][cH:6][c:7]([NH2:9])[cH:8]1.